The task is: describe an organic reaction: reactants, conditions, products, and yield. This data is from the Open Reaction Database (ORD), a public repository of structured organic reaction records. Reactants: Cl.C[C@H]1N(C[C@@H](NC1)C)C=1C=C2N3[C@@H](C(NN=C3COC2=CC1C1=C(C=CC=C1)F)=O)C ((R)-6-((2R,5S)-2,5-dimethyl-piperazin-1-yl)-7-(2-fluoro-phenyl)-4-methyl-2,10-dihydro-9-oxa-1,2,4a-triaza-phenanthren-3-one hydrochloride), C=O (paraformaldehyde), C(=O)(O)[O-].[Na+] (NaHCO3), [BH3-]C#N.[Na+] (NaBH3CN). The solvent is CC(=O)O (AcOH), CO (MeOH). Reaction conditions: time 1 hour. The product is FC1=C(C=CC=C1)C1=C(C=C2N3[C@@H](C(NN=C3COC2=C1)=O)C)N1[C@@H](CN([C@H](C1)C)C)C ((R)-7-(2-fluoro-phenyl)-4-methyl-6-((2R,5S)-2,4,5-trimethyl-piperazin-1-yl)-2,10-dihydro-9-oxa-1,2,4a-triaza-phenanthren-3-one). The yield is 26.7%. Reaction SMILES: Cl.[CH3:2][C@@H:3]1[CH2:8][NH:7][C@@H:6]([CH3:9])[CH2:5][N:4]1[C:10]1[CH:11]=[C:12]2[C:21](=[CH:22][C:23]=1[C:24]1[CH:29]=[CH:28][CH:27]=[CH:26][C:25]=1[F:30])[O:20][CH2:19][C:18]1[N:13]2[C@H:14]([CH3:32])[C:15](=[O:31])[NH:16][N:17]=1.C=O.[BH3-][C:36]#N.[Na+].C([O-])(O)=O.[Na+]>CC(O)=O.CO>[F:30][C:25]1[CH:26]=[CH:27][CH:28]=[CH:29][C:24]=1[C:23]1[CH:22]=[C:21]2[C:12]([N:13]3[C:18]([CH2:19][O:20]2)=[N:17][NH:16][C:15](=[O:31])[C@H:14]3[CH3:32])=[CH:11][C:10]=1[N:4]1[CH2:5][C@H:6]([CH3:9])[N:7]([CH3:36])[CH2:8][C@H:3]1[CH3:2] |f:0.1,3.4,5.6|. Procedure details: To a solution of (R)-6-((2R,5S)-2,5-dimethyl-piperazin-1-yl)-7-(2-fluoro-phenyl)-4-methyl-2,10-dihydro-9-oxa-1,2,4a-triaza-phenanthren-3-one hydrochloride (0.040 g, 0.094 mmol) in AcOH (1 mL) and MeOH (10 mL) was added paraformaldehyde (0.028 g, 0.945 mmol) and the reaction mixture was stirred at ambient temperature for 1 h. NaBH3CN (0.015 g, 0.236 mmol) was added and the reaction mixture was stirred at ambient temperature overnight. Aqueous saturated NaHCO3 solution (10 mL) was added and the re... Starting materials: [N+](=O)([O-])C1=C(SC=C1)C1=CC=C(C=C1)Cl (3-nitro-2-(4-chlorophenyl)thiophene), [N+](=O)([O-])C1=C(SC=C1)C1=CC=C(C=C1)OC (3-nitro-2-(4-methoxyphenyl)thiophene). Yields the product NC1=C(SC=C1)C1=CC=C(C=C1)OC (3-amino-2-(4-methoxyphenyl)thiophene). Isolated yield 79.0%. RXN SMILES: [N+](C1C=CSC=1C1C=CC(Cl)=CC=1)([O-])=O.[N+:16]([C:19]1[CH:23]=[CH:22][S:21][C:20]=1[C:24]1[CH:29]=[CH:28][C:27]([O:30][CH3:31])=[CH:26][CH:25]=1)([O-])=O>>[NH2:16][C:19]1[CH:23]=[CH:22][S:21][C:20]=1[C:24]1[CH:25]=[CH:26][C:27]([O:30][CH3:31])=[CH:28][CH:29]=1. Procedure: The same procedures as described in Example 3 were carried out except that 3-nitro-2-(4-chlorophenyl)thiophene was replaced by 3-nitro-2-(4-methoxyphenyl)thiophene. The yield was 79%. 1 H-NMR(CDCl3, δ value):3.77(2H, brs), 3.83(3H, s), 6.65(1H, d, J=5.9), 6.96(2H, d, J=8.8), 7.07(1H, d, J=5.9), 7.43(2H, d, J=8.8) Starting materials: C(C)(C)(C)OC(=O)NCCN (N-tert.butoxycarbonyl-ethylenediamine), FC1=CC=C(C=C1)[N+](=O)[O-] (4-fluoro-nitrobenzene), C([O-])([O-])=O.[K+].[K+] (potassium carbonate). Run in CS(=O)C (DMSO), O (water). Yields the product C(C)(C)(C)OC(=O)NCCNC1=CC=C(C=C1)[N+](=O)[O-] (4-(2-tert.Butoxycarbonylamino-ethylamino)-nitrobenzene). As a reaction SMILES: [C:1]([O:5][C:6]([NH:8][CH2:9][CH2:10][NH2:11])=[O:7])([CH3:4])([CH3:3])[CH3:2].F[C:13]1[CH:18]=[CH:17][C:16]([N+:19]([O-:21])=[O:20])=[CH:15][CH:14]=1.C(=O)([O-])[O-].[K+].[K+]>CS(C)=O.O>[C:1]([O:5][C:6]([NH:8][CH2:9][CH2:10][NH:11][C:13]1[CH:18]=[CH:17][C:16]([N+:19]([O-:21])=[O:20])=[CH:15][CH:14]=1)=[O:7])([CH3:4])([CH3:3])[CH3:2] |f:2.3.4|. Procedure details: 4.2 g (29.7 mmol) of N-tert.butoxycarbonyl-ethylenediamine, 5.0 g (31.2 mmol) of 4-fluoro-nitrobenzene and 7.0 g (50.6 mmol) of potassium carbonate are stirred in 25 ml of DMSO for 9 hours at 60° C. After cooling the mixture is diluted with water and extracted with ethyl acetate. The combined organic extracts are dried and evaporated down. The residue is stirred with petroleum ether, decanted off and evaporated down again. The product is stirred with ether and suction filtered. Reactants: CC(=O)O, C1CCNC1, CO, O=CCCc1nc2cc3c(cc2[n+]([O-])n1)CCC3. Product: [O-][n+]1nc(CCCN2CCCC2)nc2cc3c(cc21)CCC3. RXN SMILES: [C:24]([OH:25])(=[O:26])[CH3:27].[CH2:1]1[CH2:2][CH2:3][NH:4][CH2:5]1.[CH3:28][OH:29].[O-:6][n+:7]1[n:8][c:9]([CH2:20][CH2:21][CH:22]=[O:23])[n:10][c:11]2[c:12]1[cH:13][c:14]1[c:18]([cH:19]2)[CH2:17][CH2:16][CH2:15]1>>[CH2:1]1[CH2:2][CH2:3][N:4]([CH2:22][CH2:21][CH2:20][c:9]2[n:8][n+:7]([O-:6])[c:12]3[c:11]([n:10]2)[cH:19][c:18]2[c:14]([cH:13]3)[CH2:15][CH2:16][CH2:17]2)[CH2:5]1. Reactants: CCn1nc(C)cc1CCNC(=O)OCc1ccccc1, CO, [H][H]. Product: CCn1nc(C)cc1CCN. As a reaction SMILES: [CH2:1]([O:2][C:3](=[O:4])[NH:10][CH2:11][CH2:12][c:13]1[n:14]([CH2:19][CH3:20])[n:15][c:16]([CH3:18])[cH:17]1)[c:5]1[cH:6][cH:7][cH:8][cH:9][cH:21]1.[CH3:24][OH:25].[H:22][H:23]>>[NH2:10][CH2:11][CH2:12][c:13]1[n:14]([CH2:19][CH3:20])[n:15][c:16]([CH3:18])[cH:17]1.